The task is: describe an organic reaction: reactants, conditions, products, and yield. This data is from the Open Reaction Database (ORD), a public repository of structured organic reaction records. The reactants are C(CCCCCCCCCCCCCCCCC)(=O)O (stearic acid). The solvent is C(C)O (ethanol), monoester. Yields the product monoester, C(CCCCCCC\C=C/CCCCCCCC)(=O)O (oleic acid). As a reaction SMILES: [C:1]([OH:20])(=[O:19])[CH2:2][CH2:3][CH2:4][CH2:5][CH2:6][CH2:7][CH2:8][CH2:9][CH2:10][CH2:11][CH2:12][CH2:13][CH2:14][CH2:15][CH2:16][CH2:17][CH3:18]>C(O)C>[C:1]([OH:20])(=[O:19])[CH2:2][CH2:3][CH2:4][CH2:5][CH2:6][CH2:7][CH2:8]/[CH:9]=[CH:10]\[CH2:11][CH2:12][CH2:13][CH2:14][CH2:15][CH2:16][CH2:17][CH3:18]. Procedure details: There were prepared 1.0% liniments by dissolving in ethanol the monoester with stearic acid obtained in Reference Example 1 (Example 1), the monoester with oleic acid obtained in Reference Example 2 (Example 2), the monoester with myristic acid obtained in Reference Example 3 (Example 3), the monoester with caprylic acid obtained in Reference Example 4 (Example 4) or a pure kojic acid (Comparative Example 1). Reported procedure: Dibal-H (0.0255 mol) was added at −35° C. to a mixture of 3-(4-methyl-2-nitro-phenyl)-acrylic acid ethyl ester (0.0085 mol) in THF (80 ml) under N2 flow. The mixture was stirred at −35° C. for 15 minutes. H2O (20 ml) was added drop wise at −35° C. under N2 flow. The mixture was half-evaporated. CH2Cl2 was added. The mixture was filtered over celite. Celite was washed with CH2Cl2. The filtrate was washed with H2O. The organic layer was separated, dried (over MgSO4), filtered and the solvent was e... Starting materials: CC(C)C[Al]CC(C)C (Dibal-H), C(C)OC(C=CC1=C(C=C(C=C1)C)[N+](=O)[O-])=O (3-(4-methyl-2-nitro-phenyl)-acrylic acid ethyl ester), O (H2O). Conditions: temperature -35 celsius, time 15 minute. Product: CC1=CC(=C(C=C1)C=CCO)[N+](=O)[O-] (3-(4-methyl-2-nitro-phenyl)-prop-2-en-1-ol). As a reaction SMILES: CC(C[Al]CC(C)C)C.C([O:12][C:13](=O)[CH:14]=[CH:15][C:16]1[CH:21]=[CH:20][C:19]([CH3:22])=[CH:18][C:17]=1[N+:23]([O-:25])=[O:24])C.O>C1COCC1>[CH3:22][C:19]1[CH:20]=[CH:21][C:16]([CH:15]=[CH:14][CH2:13][OH:12])=[C:17]([N+:23]([O-:25])=[O:24])[CH:18]=1 |^1:3|. Run in C1CCOC1 (THF). Starting materials: C(C(=O)[O-])(=O)O (hydrogen oxalate), CN(C(C(C1=CC2(C3=CC=CC=C13)CCCC2)=O)=O)C (N,N-Dimethyl-2-oxo-2-[spiro(cyclopentane-1,1'-indene)-3'-yl]acetamide), [H-].[Al+3].[Li+].[H-].[H-].[H-] (lithium aluminium hydride). Solvent: C(C)#N (acetonitrile), C(C)OCC (diethyl ether), C(C)OCC (diethyl ether). The product is CN(CC(O)C1=CC2(C3=CC=CC=C13)CCCC2)C (2-Dimethylamino-1-[spiro(cyclopentane-1,1'-indene)-3'-yl]-ethanol). Reaction SMILES: [CH3:1][N:2]([CH3:20])[C:3](=O)[C:4](=[O:18])[C:5]1[C:13]2[C:8](=[CH:9][CH:10]=[CH:11][CH:12]=2)[C:7]2([CH2:17][CH2:16][CH2:15][CH2:14]2)[CH:6]=1.[H-].[Al+3].[Li+].[H-].[H-].[H-].C(O)(=O)C([O-])=O>C(OCC)C.C(#N)C>[CH3:1][N:2]([CH3:20])[CH2:3][CH:4]([C:5]1[C:13]2[C:8](=[CH:9][CH:10]=[CH:11][CH:12]=2)[C:7]2([CH2:17][CH2:16][CH2:15][CH2:14]2)[CH:6]=1)[OH:18] |f:1.2.3.4.5.6|. Procedure details: The oxoamide from step (a) (2.69) in anhydrous diethyl ether (200 ml) is stirred for 24 hours at about 20° C. with lithium aluminium hydride (2 g) in diethyl ether (100 ml). The excess of hydride is destroyed with saturated aqueous sodium sulphate solution. The ether phase is separated, washed, dried and concentrated to an oil which contains 2-dimethylamino-1-[spiro(cyclopentane-1,1'-indene)-3'-yl]ethanol contaminated by much of the corresponding indanyl analogue. The two compounds are separated... The reactants are FC=1C=C(C=CC1)C=1C=C(C(=O)OC)C=C(C1)OC (methyl 3-(3-fluorophenyl)-5-methoxy-benzoate), [OH-].[K+] (KOH). Solvent: CO (methanol), C1CCOC1 (THF). Run at time 2 hour. The product is FC=1C=C(C=CC1)C=1C=C(C(=O)O)C=C(C1)OC (3-(3-Fluorophenyl)-5-methoxy-benzoic acid). Isolated yield 88.3%. RXN SMILES: [F:1][C:2]1[CH:3]=[C:4]([C:8]2[CH:9]=[C:10]([CH:15]=[C:16]([O:18][CH3:19])[CH:17]=2)[C:11]([O:13]C)=[O:12])[CH:5]=[CH:6][CH:7]=1.[OH-].[K+]>CO.C1COCC1>[F:1][C:2]1[CH:3]=[C:4]([C:8]2[CH:9]=[C:10]([CH:15]=[C:16]([O:18][CH3:19])[CH:17]=2)[C:11]([OH:13])=[O:12])[CH:5]=[CH:6][CH:7]=1 |f:1.2|. Procedure details: To a solution of methyl 3-(3-fluorophenyl)-5-methoxy-benzoate (3 g, 11.5 mmol, 1.0 eq) in a mixture of methanol (20 mL) and THF (20 mL) at 0° C. was added a solution of aqueous KOH (2M aqueous solution, 20 mL, 40 mmol, 3.5 eq). The reaction mixture was stirred at room temperature for 2 h. The resulting mixture was concentrated to remove the methanol and THF then poured into water and the pH adjusted to pH 3-4 by addition of 1M HCl. The precipitate that formed was collected by filtration, washed ... Reactants: COc1ccc(C(=O)O)cc1C(F)(F)F, ClC(Cl)Cl, CN(C)C=O. Yields the product COc1ccc(C(=O)Cl)cc1C(F)(F)F. As a reaction SMILES: [CH3:1][O:2][c:3]1[c:4]([C:12]([F:13])([F:14])[F:15])[cH:5][c:6]([C:7](=[O:8])[OH:9])[cH:10][cH:11]1.[CH:21]([Cl:22])([Cl:23])[Cl:24].[O:16]=[CH:17][N:18]([CH3:19])[CH3:20]>>[CH3:1][O:2][c:3]1[c:4]([C:12]([F:13])([F:14])[F:15])[cH:5][c:6]([C:7](=[O:8])[Cl:22])[cH:10][cH:11]1. Starting materials: C1CCCC12C=C(CCC2)COC2=CC=C(C=C2)[C@@H](CC(=O)O)C#CC ((R)-3-[4-(spiro[4.5]dec-6-en-7-ylmethoxy)-phenyl]-hex-4-ynoic acid), N[C@@H](CCCCN)C(=O)O (L-lysine). The solvent is CC(C)O (2-propanol), O (water). Reaction conditions: time 8 hour. The product is N[C@@H](CCCCN)C(=O)O.C1CCCC12C=C(CCC2)COC2=CC=C(C=C2)[C@@H](CC(=O)O)C#CC ((R)-3-[4-(spiro[4.5]dec-6-en-7-ylmethoxy)-phenyl]-hex-4-ynoic acid L-lysine salt). Isolated yield 79.9%. As a reaction SMILES: [CH2:1]1[C:5]2([CH2:10][CH2:9][CH2:8][C:7]([CH2:11][O:12][C:13]3[CH:18]=[CH:17][C:16]([C@H:19]([C:24]#[C:25][CH3:26])[CH2:20][C:21]([OH:23])=[O:22])=[CH:15][CH:14]=3)=[CH:6]2)[CH2:4][CH2:3][CH2:2]1.[NH2:27][C@H:28]([C:34]([OH:36])=[O:35])[CH2:29][CH2:30][CH2:31][CH2:32][NH2:33]>CC(O)C.O>[NH2:27][C@H:28]([C:34]([OH:36])=[O:35])[CH2:29][CH2:30][CH2:31][CH2:32][NH2:33].[CH2:4]1[C:5]2([CH2:10][CH2:9][CH2:8][C:7]([CH2:11][O:12][C:13]3[CH:14]=[CH:15][C:16]([C@H:19]([C:24]#[C:25][CH3:26])[CH2:20][C:21]([OH:23])=[O:22])=[CH:17][CH:18]=3)=[CH:6]2)[CH2:1][CH2:2][CH2:3]1 |f:4.5|. Procedure: To a solution of (R)-3-[4-(spiro[4.5]dec-6-en-7-ylmethoxy)-phenyl]-hex-4-ynoic acid (5.0 g) obtained in Example 93 in 2-propanol (75 mL) was added a solution of L-lysine (2.07 g) in water (5.75 mL) at 70° C., followed by stirring overnight while gradually cooling the mixture down to room temperature. The precipitate was filtered and then dried to give (R)-3-[4-(spiro[4.5]dec-6-en-7-ylmethoxy)-phenyl]-hex-4-ynoic acid L-lysine salt (5.64 g). Reactants: ClC1=NC=2N(C3=C1C=NC1=C3C=NN1)N=CN2 (5-chloro-8H-pyrazolo[4',3':5,6]pyrido[3,4-e][1,2,4]triazolo[1,5-a]pyrimidine), C(C)O (ethanol), ClC1=NC=2N(C3=C1C=NC1=C3C=NN1CC)N=CN2 (5-chloro-8-ethyl-8H-pyrazolo[4',3':5,6]pyrido[3,4-e][1,2,4]Triazolo[1,5-a]pyrimidine), C(C1=CC=CC=C1)O (benzyl alcohol). Product: C1(=CC=CC=C1)C1=NC=2N(C3=C1C=NC1=C3C=NN1)N=C(N2)OC (5-phenyl-methoxy-8H-pyrazolo[4',3':5,6]pyrido[3,4-e][1,2,4]triazolo[1,5-a]pyrimidine). RXN SMILES: Cl[C:2]1[C:7]2[CH:8]=[N:9][C:10]3[NH:14][N:13]=[CH:12][C:11]=3[C:6]=2[N:5]2[N:15]=[CH:16][N:17]=[C:4]2[N:3]=1.ClC1C2C=NC3N(CC)N=CC=3C=2N2N=CN=C2N=1.C(O)[C:38]1[CH:43]=[CH:42][CH:41]=[CH:40][CH:39]=1.[CH2:45]([OH:47])C>>[C:38]1([C:2]2[C:7]3[CH:8]=[N:9][C:10]4[NH:14][N:13]=[CH:12][C:11]=4[C:6]=3[N:5]3[N:15]=[C:16]([O:47][CH3:45])[N:17]=[C:4]3[N:3]=2)[CH:43]=[CH:42][CH:41]=[CH:40][CH:39]=1. Procedure details: By substituting the 5-chloro-8H-pyrazolo[4',3':5,6]pyrido[3,4-e][1,2,4]triazolo[1,5-a]pyrimidine of Example 15 for the 5-chloro-8-ethyl-8H-pyrazolo[4',3':5,6]pyrido[3,4-e][1,2,4]Triazolo[1,5-a]pyrimidine and benzyl alcohol for the ethanol in the procedure of Example 4, 5-phenyl-methoxy-8H-pyrazolo[4',3':5,6]pyrido[3,4-e][1,2,4]triazolo[1,5-a]pyrimidine is obtained. Starting materials: ClCCl, OC1CCC(C(F)(F)F)CC1. Product: O=C1CCC(C(F)(F)F)CC1. As a reaction SMILES: [Cl:12][CH2:13][Cl:14].[F:1][C:2]([CH:3]1[CH2:4][CH2:5][CH:6]([OH:9])[CH2:7][CH2:8]1)([F:10])[F:11]>>[F:1][C:2]([CH:3]1[CH2:4][CH2:5][C:6](=[O:9])[CH2:7][CH2:8]1)([F:10])[F:11]. Starting materials: C[Al](C)C, CCCCCC, O=[N+]([O-])C=Cc1ccsc1. Yields the product CC(C[N+](=O)[O-])c1ccsc1. Reaction SMILES: [CH3:11][Al:12]([CH3:13])[CH3:14].[CH3:15][CH2:16][CH2:17][CH2:18][CH2:19][CH3:20].[N+:1](=[O:2])([O-:3])[CH:4]=[CH:5][c:6]1[cH:7][s:8][cH:9][cH:10]1>>[N+:1](=[O:2])([O-:3])[CH2:4][CH:5]([c:6]1[cH:7][s:8][cH:9][cH:10]1)[CH3:11]. Reactants: C1(C=2C(C(N1)=O)=CC=CC2)=O (phthalimide), ClCl (chlorine), C1C(C)O1 (propylene oxide), C(C)(C)N(CC)C(C)C (diisopropylethylamine). The solvent is C(Cl)Cl (methylene chloride). Conditions: time 24 hour. Product: ClN1C(C=2C(C1=O)=CC=CC2)=O (N-chlorophthalimide). As a reaction SMILES: [C:1]1(=[O:11])[NH:5][C:4](=[O:6])[C:3]2=[CH:7][CH:8]=[CH:9][CH:10]=[C:2]12.C1OC1C.C(N(C(C)C)CC)(C)C.[Cl:25]Cl>C(Cl)Cl>[Cl:25][N:5]1[C:1](=[O:11])[C:2]2=[CH:10][CH:9]=[CH:8][CH:7]=[C:3]2[C:4]1=[O:6]. Procedure: To 150 ml. of dry methylene chloride were added 7.35 g. (0.05 mole) of phthalimide followed by 17.5 ml. (5 equiv.) of propylene oxide and 0.065 g. (0.5 mmoles) of diisopropylethylamine. The mixture was cooled to 0° C. and saturated with chlorine. The mixture was stirred for about 24 hours to provide approximately 50% conversion to N-chlorophthalimide.